Dataset: the Open Reaction Database (ORD), a public repository of structured organic reaction records. Task: describe an organic reaction: reactants, conditions, products, and yield Starting materials: ClC=1C=C(C=C(C1OCCCBr)Cl)OCC=C(Cl)Cl (3,5-dichloro-4-(3-bromopropyloxy)-1-(3,3-dichloro-2-propenyloxy)benzene), C1(C=2C(C(N1)=O)=CC=CC2)=O.[K] (potassium phthalimide), CN(C=O)C (N,N-dimethylformamide). Solvent: O (water). Conditions: time 24 hour. Yields the product ClC=1C=C(C=C(C1OCCCN1C(C=2C(C1=O)=CC=CC2)=O)Cl)OCC=C(Cl)Cl (3,5-dichloro-4-(3-phthalimidopropyloxy)-1-(3,3-dichloro-2-propenyloxy)benzene). Isolated yield 98.0%. As a reaction SMILES: [Cl:1][C:2]1[CH:3]=[C:4]([O:14][CH2:15][CH:16]=[C:17]([Cl:19])[Cl:18])[CH:5]=[C:6]([Cl:13])[C:7]=1[O:8][CH2:9][CH2:10][CH2:11]Br.[C:20]1(=[O:30])[NH:24][C:23](=[O:25])[C:22]2=[CH:26][CH:27]=[CH:28][CH:29]=[C:21]12.[K].CN(C)C=O>O>[Cl:1][C:2]1[CH:3]=[C:4]([O:14][CH2:15][CH:16]=[C:17]([Cl:19])[Cl:18])[CH:5]=[C:6]([Cl:13])[C:7]=1[O:8][CH2:9][CH2:10][CH2:11][N:24]1[C:23](=[O:25])[C:22]2=[CH:26][CH:27]=[CH:28][CH:29]=[C:21]2[C:20]1=[O:30] |f:1.2,^1:30|. Reported procedure: A reaction vessel was charged with 4.09 g of 3,5-dichloro-4-(3-bromopropyloxy)-1-(3,3-dichloro-2-propenyloxy)benzene, 2.41 of potassium phthalimide and 30 ml of N,N-dimethylformamide. After stirring at room temperature for 24 hours, the reaction mixture was poured into water and extracted twice with 150 ml of chloroform. The chloroform layers were combined, washed with diluted hydrochloric acid and diluted aqueous sodium hydroxide, dried over anhydrous magnesium sulfate, and then concen- trated,...